This data is from the Open Reaction Database (ORD), a public repository of structured organic reaction records. The task is: describe an organic reaction: reactants, conditions, products, and yield Starting materials: Cc1ccc(-c2nc(CCN3C(=O)c4ccccc4C3=O)cn2C(c2nc(C)c(C)c(=O)n2Cc2ccccc2)C(C)C)cc1, CCO, NN, O. The product is Cc1ccc(-c2nc(CCN)cn2C(c2nc(C)c(C)c(=O)n2Cc2ccccc2)C(C)C)cc1. RXN SMILES: [CH2:1]([c:2]1[cH:3][cH:4][cH:5][cH:6][cH:7]1)[n:8]1[c:9]([CH:17]([CH:18]([CH3:19])[CH3:20])[n:21]2[c:22](-[c:39]3[cH:40][cH:41][c:42]([CH3:45])[cH:43][cH:44]3)[n:23][c:24]([CH2:26][CH2:27][N:28]3[C:29](=[O:30])[c:31]4[c:32]([cH:33][cH:34][cH:35][cH:36]4)[C:37]3=[O:38])[cH:25]2)[n:10][c:11]([CH3:16])[c:12]([CH3:15])[c:13]1=[O:14].[CH3:49][CH2:50][OH:51].[NH2:47][NH2:48].[OH2:46]>>[CH2:1]([c:2]1[cH:3][cH:4][cH:5][cH:6][cH:7]1)[n:8]1[c:9]([CH:17]([CH:18]([CH3:19])[CH3:20])[n:21]2[c:22](-[c:39]3[cH:40][cH:41][c:42]([CH3:45])[cH:43][cH:44]3)[n:23][c:24]([CH2:26][CH2:27][NH2:28])[cH:25]2)[n:10][c:11]([CH3:16])[c:12]([CH3:15])[c:13]1=[O:14]. As a reaction SMILES: [Cl:1][c:2]1[c:3]2[c:4]([n:5][cH:6][n:7]1)[n:8]([CH:12]1[CH2:13][CH2:14][CH2:15][CH2:16]1)[cH:9][c:10]2[I:11].[NH3:18].[O:19]1[CH2:20][CH2:21][O:22][CH2:23][CH2:24]1.[OH-:17]>>[c:2]1([NH2:18])[c:3]2[c:4]([n:5][cH:6][n:7]1)[n:8]([CH:12]1[CH2:13][CH2:14][CH2:15][CH2:16]1)[cH:9][c:10]2[I:11]. Product: Nc1ncnc2c1c(I)cn2C1CCCC1. The reactants are Clc1ncnc2c1c(I)cn2C1CCCC1, N, C1COCCO1, [OH-]. The reactants are B(F)(F)F.CCOCC (BF3 Et2O), CC1=C(C=2C=C(C=CC2N1C(=O)C=3C=CC(=CC3)Cl)OC)CC(=O)O (indomethacin), [BH4-].[Na+] (Sodium borohydride). Solvent: C1CCOC1 (THF). Run at temperature 12.5 celsius, time 1 hour. Product: ClC1=CC=C(C=C1)CN1C(=C(C2=CC(=CC=C12)OC)CCO)C (2-{1-[(4-Chlorophenyl)methyl]-5-methoxy-2-methylindol-3-yl}ethan-1-ol). The yield is 48.7%. RXN SMILES: [CH3:1][C:2]1[N:10]([C:11]([C:13]2[CH:14]=[CH:15][C:16]([Cl:19])=[CH:17][CH:18]=2)=O)[C:9]2[CH:8]=[CH:7][C:6]([O:20][CH3:21])=[CH:5][C:4]=2[C:3]=1[CH2:22][C:23](O)=[O:24].B(F)(F)F.CCOCC.[BH4-].[Na+]>C1COCC1>[Cl:19][C:16]1[CH:17]=[CH:18][C:13]([CH2:11][N:10]2[C:9]3[C:4](=[CH:5][C:6]([O:20][CH3:21])=[CH:7][CH:8]=3)[C:3]([CH2:22][CH2:23][OH:24])=[C:2]2[CH3:1])=[CH:14][CH:15]=1 |f:1.2,3.4|. Procedure: A solution of indomethacin (10 g, 28 mmol) in THF (90 mL) was immersed in an ice bath to maintain an internal temperature of 10-15° C. To this solution was added BF3-Et2O (30 mL, 230 mmol) over 5 min, resulting in the formation of a precipitate. Sodium borohydride (4.2 g, 110 mmol) was added portionwise over 10 min resulting in vigorous effervescence. After gas evolution subsided the flask was stoppered and allowed to warm to room temperature. After 1 hour the pressure was vented through a needl...